Dataset: the Open Reaction Database (ORD), a public repository of structured organic reaction records. Task: describe an organic reaction: reactants, conditions, products, and yield The reactants are O=C([O-])[O-], CN(C)C=O, CCOC(C)=O, [K+], [K+], NCc1ccccn1, O, Cc1nc2ccc(CCl)cc2n1Cc1ccc(-c2ccccc2)cc1. Product: Cc1nc2ccc(CNCc3ccccn3)cc2n1Cc1ccc(-c2ccccc2)cc1. As a reaction SMILES: [C:31](=[O:32])([O-:33])[O-:34].[CH3:1][N:2]([CH3:3])[CH:4]=[O:5].[CH3:45][CH2:46][O:47][C:48](=[O:49])[CH3:50].[K+:35].[K+:36].[NH2:37][CH2:38][c:39]1[n:40][cH:41][cH:42][cH:43][cH:44]1.[OH2:51].[c:6]1(-[c:25]2[cH:26][cH:27][cH:28][cH:29][cH:30]2)[cH:7][cH:8][c:9]([CH2:12][n:13]2[c:14]([CH3:24])[n:15][c:16]3[c:17]2[cH:18][c:19]([CH2:22][Cl:23])[cH:20][cH:21]3)[cH:10][cH:11]1>>[c:6]1(-[c:25]2[cH:26][cH:27][cH:28][cH:29][cH:30]2)[cH:7][cH:8][c:9]([CH2:12][n:13]2[c:14]([CH3:24])[n:15][c:16]3[c:17]2[cH:18][c:19]([CH2:22][NH:37][CH2:38][c:39]2[n:40][cH:41][cH:42][cH:43][cH:44]2)[cH:20][cH:21]3)[cH:10][cH:11]1. The reactants are NC(=O)c1cc(Br)cc2c(C3CCS(=O)(=O)CC3)c[nH]c12, N#CCc1ccc(B(O)O)cc1, C1COCCO1, CCOC(C)=O, O. Yields the product N#CCc1ccc(-c2cc(C(N)=O)c3[nH]cc(C4CCS(=O)(=O)CC4)c3c2)cc1. RXN SMILES: [Br:1][c:2]1[cH:3][c:4]2[c:5]([CH:14]3[CH2:15][CH2:16][S:17](=[O:20])(=[O:21])[CH2:18][CH2:19]3)[cH:6][nH:7][c:8]2[c:9]([C:11](=[O:12])[NH2:13])[cH:10]1.[C:22](#[N:23])[CH2:24][c:25]1[cH:26][cH:27][c:28]([B:31]([OH:32])[OH:33])[cH:29][cH:30]1.[CH2:41]1[O:42][CH2:43][CH2:44][O:45][CH2:46]1.[CH3:34][CH2:35][O:36][C:37]([CH3:38])=[O:39].[OH2:40]>>[c:2]1(-[c:28]2[cH:27][cH:26][c:25]([CH2:24][C:22]#[N:23])[cH:30][cH:29]2)[cH:3][c:4]2[c:5]([CH:14]3[CH2:15][CH2:16][S:17](=[O:20])(=[O:21])[CH2:18][CH2:19]3)[cH:6][nH:7][c:8]2[c:9]([C:11](=[O:12])[NH2:13])[cH:10]1. The reactants are FC=1C=C(C=CC1C=1SC2=NC(=CC=C2N1)C1(CC1)C1=CC=CC=C1)/C=C/C(=O)OC ((E)-methyl 3-(3-fluoro-4-(5-(1-phenylcyclopropyl)thiazolo[5,4-b]pyridine-2-yl)phenyl)acrylate), [H][H] (hydrogen). Reagents/catalysts: [Pd] (Pd/C). Solvent: C1CCOC1 (THF). Conditions: time 3 hour. Yields the product FC=1C=C(C=CC1C=1SC2=NC(=CC=C2N1)C1(CC1)C1=CC=CC=C1)CCC(=O)OC (methyl 3-(3-fluoro-4-(5-(1-phenylcyclopropyl)thiazolo[5,4-b]pyridine-2-yl)phenyl)propanoate). Reaction SMILES: [F:1][C:2]1[CH:3]=[C:4](/[CH:26]=[CH:27]/[C:28]([O:30][CH3:31])=[O:29])[CH:5]=[CH:6][C:7]=1[C:8]1[S:9][C:10]2[C:15]([N:16]=1)=[CH:14][CH:13]=[C:12]([C:17]1([C:20]3[CH:25]=[CH:24][CH:23]=[CH:22][CH:21]=3)[CH2:19][CH2:18]1)[N:11]=2.[H][H]>C1COCC1.[Pd]>[F:1][C:2]1[CH:3]=[C:4]([CH2:26][CH2:27][C:28]([O:30][CH3:31])=[O:29])[CH:5]=[CH:6][C:7]=1[C:8]1[S:9][C:10]2[C:15]([N:16]=1)=[CH:14][CH:13]=[C:12]([C:17]1([C:20]3[CH:25]=[CH:24][CH:23]=[CH:22][CH:21]=3)[CH2:18][CH2:19]1)[N:11]=2. Procedure details: A slurry of (E)-methyl 3-(3-fluoro-4-(5-(1-phenylcyclopropyl)thiazolo[5,4-b]pyridine-2-yl)phenyl)acrylate (0.116 g, 0.269 mmol) and Pd/C 10%, 50% water (0.115 g, 0.108 mmol) in 2 mL THF was treated with a hydrogen balloon with rapid stirring for 3 h. The reaction mixture was flushed with nitrogen, diluted with DCM, filtered through celite, rinsing with DCM. The filtrate was concentrated in vacuo to give methyl 3-(3-fluoro-4-(5-(1-phenylcyclopropyl)thiazolo[5,4-b]pyridine-2-yl)phenyl)propanoate a... Reactants: COC(CCCN(C)C1=CC=C(C=C1)C(=O)N1[C@H](C[C@H](C2=CC=CC=C12)N(C1=CC=C(C=C1)Cl)C(C)=O)C)=O ((2S,4R)-4-[(4-{4-[acetyl(4-chloro-phenyl)-amino]-2-methyl-3,4-dihydro-2H-quinoline-1-carbonyl}-phenyl)-methyl-amino]-butyric acid methyl ester), C(C)O (ethanol), [OH-].[Li+] (lithium hydroxide). Run in O1CCCC1 (tetrahydrofuran). Run at temperature 50 celsius. Yields the product C(C)(=O)N([C@@H]1C[C@@H](N(C2=CC=CC=C12)C(=O)C1=CC=C(C=C1)N(CCCC(=O)O)C)C)C1=CC=C(C=C1)Cl ((2S,4R)-4-[(4-{4-[Acetyl-(4-chloro-phenyl)-amino]-2-methyl-3,4-dihydro-2H-quinoline-1-carbonyl}-phenyl)-methyl-amino]-butyric acid). As a reaction SMILES: C[O:2][C:3](=[O:39])[CH2:4][CH2:5][CH2:6][N:7]([C:9]1[CH:14]=[CH:13][C:12]([C:15]([N:17]2[C:26]3[C:21](=[CH:22][CH:23]=[CH:24][CH:25]=3)[C@H:20]([N:27]([C:35](=[O:37])[CH3:36])[C:28]3[CH:33]=[CH:32][C:31]([Cl:34])=[CH:30][CH:29]=3)[CH2:19][C@@H:18]2[CH3:38])=[O:16])=[CH:11][CH:10]=1)[CH3:8].C(O)C.[OH-].[Li+]>O1CCCC1>[C:35]([N:27]([C:28]1[CH:29]=[CH:30][C:31]([Cl:34])=[CH:32][CH:33]=1)[C@H:20]1[C:21]2[C:26](=[CH:25][CH:24]=[CH:23][CH:22]=2)[N:17]([C:15]([C:12]2[CH:13]=[CH:14][C:9]([N:7]([CH3:8])[CH2:6][CH2:5][CH2:4][C:3]([OH:39])=[O:2])=[CH:10][CH:11]=2)=[O:16])[C@@H:18]([CH3:38])[CH2:19]1)(=[O:37])[CH3:36] |f:2.3|. Procedure: (2S,4R)-4-[(4-{4-[Acetyl-(4-chloro-phenyl)-amino]-2-methyl-3,4-dihydro-2H-quinoline-1-carbonyl}-phenyl)-methyl-amino]-butyric acid was prepared from (2S,4R)-4-[(4-{4-[acetyl(4-chloro-phenyl)-amino]-2-methyl-3,4-dihydro-2H-quinoline-1-carbonyl}-phenyl)-methyl-amino]-butyric acid methyl ester was hydrolyzed to the acid by dissolving in tetrahydrofuran and ethanol and lithium hydroxide (1N) was added and heated 50° C. for 2 h. The mixture was cooled to room temperature, acidified to form a white pr... The reactants are ClC1=C(N=CC(=N1)N[C@@H](C(=O)N)CC)C#N ((R)-2-(6-chloro-5-cyanopyrazin-2-ylamino)butanamide), Cl.CC1=NSC(=C1)N (3-methylisothiazol-5-amine hydrochloride), C(=O)([O-])[O-].[K+].[K+] (K2CO3), C=1C=CC(=CC1)P(C=2C=CC=CC2)C3=CC=C4C=CC=CC4=C3C5=C6C=CC=CC6=CC=C5P(C=7C=CC=CC7)C=8C=CC=CC8 (BINAP). The reagents and catalysts are CC(=O)[O-].CC(=O)[O-].[Pd+2] (Pd(OAc)2). Solvent: O1CCOCC1 (dioxane). Conditions: time 20 hour. The product is C(#N)C=1N=CC(=NC1NC1=CC(=NS1)C)N[C@@H](C(=O)N)CC ((R)-2-(5-cyano-6-(3-methylisothiazol-5-ylamino)pyrazin-2-ylamino)butanamide). Yield: 89.1%. As a reaction SMILES: Cl[C:2]1[N:7]=[C:6]([NH:8][C@H:9]([CH2:13][CH3:14])[C:10]([NH2:12])=[O:11])[CH:5]=[N:4][C:3]=1[C:15]#[N:16].Cl.[CH3:18][C:19]1[CH:23]=[C:22]([NH2:24])[S:21][N:20]=1.C([O-])([O-])=O.[K+].[K+].C1C=CC(P(C2C(C3C(P(C4C=CC=CC=4)C4C=CC=CC=4)=CC=C4C=3C=CC=C4)=C3C(C=CC=C3)=CC=2)C2C=CC=CC=2)=CC=1>O1CCOCC1.CC([O-])=O.CC([O-])=O.[Pd+2]>[C:15]([C:3]1[N:4]=[CH:5][C:6]([NH:8][C@H:9]([CH2:13][CH3:14])[C:10]([NH2:12])=[O:11])=[N:7][C:2]=1[NH:24][C:22]1[S:21][N:20]=[C:19]([CH3:18])[CH:23]=1)#[N:16] |f:1.2,3.4.5,8.9.10|. Procedure: A mixture of (R)-2-(6-chloro-5-cyanopyrazin-2-ylamino)butanamide (90 mg, 0.375 mmol), 3-methylisothiazol-5-amine hydrochloride (70 mg, 0.464 mmol), K2CO3 (130 mg, 0.942 mmol), BINAP (30 mg, 0.048 mmol) and Pd(OAc)2 (15 mg, 0.066 mmol) in dioxane (2 mL) was degassed with Ar, then was stirred at 110 C for 20 h. EtOAc and H2O were added. Organic phase was separated, dried over Na2SO4, concentrated in vacuo to give (R)-2-(5-cyano-6-(3-methylisothiazol-5-ylamino)pyrazin-2-ylamino)butanamide (106 mg).